This data is from the Open Reaction Database (ORD), a public repository of structured organic reaction records. The task is: describe an organic reaction: reactants, conditions, products, and yield Yields the product Cc1cc(C2(O)CCC3(CC2)OCCO3)sn1. Starting materials: Cc1ccsn1, O=C1CCC2(CC1)OCCO2. RXN SMILES: [CH3:1][c:2]1[n:3][s:4][cH:5][cH:6]1.[O:7]1[CH2:8][CH2:9][O:10][C:11]12[CH2:12][CH2:13][C:14](=[O:17])[CH2:15][CH2:16]2>>[CH3:1][c:2]1[n:3][s:4][c:5]([C:14]2([OH:17])[CH2:13][CH2:12][C:11]3([O:7][CH2:8][CH2:9][O:10]3)[CH2:16][CH2:15]2)[cH:6]1. Reactants: CNC(=O)C=1C(=NOC1CC(=O)C1=CC=CC=C1)C1=CC=CC=C1 (N-methyl-5-phenacyl-3-phenyl-4-isoxazole carboxamide), S(O)(O)(=O)=O (sulfuric acid). Yields the product CN1C(C2=C(C=C1C1=CC=CC=C1)ON=C2C2=CC=CC=C2)=O (5-methyl-3,6-diphenylisoxazolo[4,5-c]pyridin-4(5H)-one). RXN SMILES: [CH3:1][NH:2][C:3]([C:5]1[C:6]([C:19]2[CH:24]=[CH:23][CH:22]=[CH:21][CH:20]=2)=[N:7][O:8][C:9]=1[CH2:10][C:11]([C:13]1[CH:18]=[CH:17][CH:16]=[CH:15][CH:14]=1)=O)=[O:4].S(=O)(=O)(O)O>>[CH3:1][N:2]1[C:11]([C:13]2[CH:18]=[CH:17][CH:16]=[CH:15][CH:14]=2)=[CH:10][C:9]2[O:8][N:7]=[C:6]([C:19]3[CH:24]=[CH:23][CH:22]=[CH:21][CH:20]=3)[C:5]=2[C:3]1=[O:4]. Procedure details: A mixture of 26.1 g (0.0815 mole) of N-methyl-5-phenacyl-3-phenyl-4-isoxazole carboxamide and 261 ml. of 2 M sulfuric acid is refluxed for 24 hours. The mixture is cooled and extracted with methylene chloride. The methylene chloride layer is washed with water and then brine, dried over anhydrous magnesium sulfate, filtered and evaporated in vacuo. The residue is triturated with ether and then recrystallized from ethanol to give 5-methyl-3,6-diphenylisoxazolo[4,5-c]pyridin-4(5H)-one, m.p. 149°-15...